From a dataset of the Open Reaction Database (ORD), a public repository of structured organic reaction records. describe an organic reaction: reactants, conditions, products, and yield Reactants: C1(CCCCC1)N(C1=NC(=C(C(=N1)C)C(C(=O)OC)CCC)C1=CC=C(C=C1)C)C (methyl 2-(2-(cyclohexyl(methyl)amino)-4-methyl-6-p-tolylpyrimidin-5-yl)pentanoate), [OH-].[Na+] (sodium hydroxide). Run in CO (methanol). Conditions: temperature 100 celsius. Yields the product C1(CCCCC1)N(C1=NC(=C(C(=N1)C)C(C(=O)O)CCC)C1=CC=C(C=C1)C)C (2-(2-(cyclohexyl(methyl)amino)-4-methyl-6-p-tolylpyrimidin-5-yl)pentanoic acid). The yield is 67.4%. Reaction SMILES: [CH:1]1([N:7]([CH3:30])[C:8]2[N:13]=[C:12]([CH3:14])[C:11]([CH:15]([CH2:20][CH2:21][CH3:22])[C:16]([O:18]C)=[O:17])=[C:10]([C:23]3[CH:28]=[CH:27][C:26]([CH3:29])=[CH:25][CH:24]=3)[N:9]=2)[CH2:6][CH2:5][CH2:4][CH2:3][CH2:2]1.[OH-].[Na+]>CO>[CH:1]1([N:7]([CH3:30])[C:8]2[N:13]=[C:12]([CH3:14])[C:11]([CH:15]([CH2:20][CH2:21][CH3:22])[C:16]([OH:18])=[O:17])=[C:10]([C:23]3[CH:28]=[CH:27][C:26]([CH3:29])=[CH:25][CH:24]=3)[N:9]=2)[CH2:6][CH2:5][CH2:4][CH2:3][CH2:2]1 |f:1.2|. Procedure details: To a solution of methyl 2-(2-(cyclohexyl(methyl)amino)-4-methyl-6-p-tolylpyrimidin-5-yl)pentanoate (61 mg; 0.15 mmol) in methanol (1.5 mL) was added a 10 N sodium hydroxide solution (149 μL; 1.489 mmol) and the mixture was heated at 100° C. for 18 h. The volatiles were removed under reduced pressure and the mixture was acidified by adding 6N hydrochloric acid. The suspension was extracted twice with ethyl acetate. The combined organic layers were washed with brine, dried over magnesium sulphate ... Starting materials: CN(C)C(=N)N(C)C, CO, Cl, CSc1ccc(C(Oc2ccc3c(cnn3-c3ccc(F)cc3)c2)C(C)N)cc1, CCOC(=O)C(F)(F)F. Yields the product CSc1ccc(C(Oc2ccc3c(cnn3-c3ccc(F)cc3)c2)C(C)NC(=O)C(F)(F)F)cc1. Reaction SMILES: [CH3:31][N:32]([CH3:33])[C:34]([N:35]([CH3:36])[CH3:37])=[NH:38].[CH3:48][OH:49].[ClH:1].[F:2][c:3]1[cH:4][cH:5][c:6](-[n:9]2[n:10][cH:11][c:12]3[cH:13][c:14]([O:18][CH:19]([CH:20]([CH3:21])[NH2:22])[c:23]4[cH:24][cH:25][c:26]([S:29][CH3:30])[cH:27][cH:28]4)[cH:15][cH:16][c:17]23)[cH:7][cH:8]1.[F:39][C:40]([C:41](=[O:42])[O:43][CH2:44][CH3:45])([F:46])[F:47]>>[F:2][c:3]1[cH:4][cH:5][c:6](-[n:9]2[n:10][cH:11][c:12]3[cH:13][c:14]([O:18][CH:19]([CH:20]([CH3:21])[NH:22][C:41]([C:40]([F:39])([F:46])[F:47])=[O:42])[c:23]4[cH:24][cH:25][c:26]([S:29][CH3:30])[cH:27][cH:28]4)[cH:15][cH:16][c:17]23)[cH:7][cH:8]1. Reactants: Cl (hydrochloric acid), C(C1=CC=CC=C1)OC=1C=C2C(=C(N(C(C2=CC1)=O)CC(C)C)C(=O)OC)C1=CC=C(C=C1)Cl (methyl 6-benzyloxy-4-(4-chlorophenyl)-2-isobutyl-1-oxo-1,2-dihydro-3-isoquinolinecarboxylate), O (water), O.[OH-].[Li+] (lithium hydroxide monohydrate). The solvent is O1CCOCC1 (1,4-dioxane). The product is C(C1=CC=CC=C1)OC=1C=C2C(=C(N(C(C2=CC1)=O)CC(C)C)C(=O)O)C1=CC=C(C=C1)Cl (6-benzyloxy-4-(4-chlorophenyl)-2-isobutyl-1-oxo-1,2-dihydro-3-isoquinolinecarboxylic acid). Isolated yield 96.7%. Reaction SMILES: [CH2:1]([O:8][C:9]1[CH:10]=[C:11]2[C:16](=[CH:17][CH:18]=1)[C:15](=[O:19])[N:14]([CH2:20][CH:21]([CH3:23])[CH3:22])[C:13]([C:24]([O:26]C)=[O:25])=[C:12]2[C:28]1[CH:33]=[CH:32][C:31]([Cl:34])=[CH:30][CH:29]=1)[C:2]1[CH:7]=[CH:6][CH:5]=[CH:4][CH:3]=1.O.[OH-].[Li+].O.Cl>O1CCOCC1>[CH2:1]([O:8][C:9]1[CH:10]=[C:11]2[C:16](=[CH:17][CH:18]=1)[C:15](=[O:19])[N:14]([CH2:20][CH:21]([CH3:23])[CH3:22])[C:13]([C:24]([OH:26])=[O:25])=[C:12]2[C:28]1[CH:33]=[CH:32][C:31]([Cl:34])=[CH:30][CH:29]=1)[C:2]1[CH:3]=[CH:4][CH:5]=[CH:6][CH:7]=1 |f:1.2.3|. Procedure details: To a suspension of methyl 6-benzyloxy-4-(4-chlorophenyl)-2-isobutyl-1-oxo-1,2-dihydro-3-isoquinolinecarboxylate (5.00 g, 10.5 mmol) in 1,4-dioxane (50 ml) was added an aqueous solution (20 ml) of lithium hydroxide monohydrate (1.32 g, 31.5 mmol). The obtained mixture was refluxed under heating for 24 h. The reaction mixture was poured into water, acidified with 1N hydrochloric acid and extracted with ethyl acetate. The extract was washed with brine, dried over anhydrous magnesium sulfate and con... Reactants: C1(=CC=CC=C1)CC#N (phenylacetonitrile), C(C(=O)[O-])(=O)OCC (ethyl oxalate), [O-]CC.[Na+] (sodium ethoxide). Run in C(C)O (ethanol). Product: C(#N)C(C(C(=O)OCC)=O)C1=CC=CC=C1 (ethyl 3-cyano-3-phenylpyruvate). As a reaction SMILES: [C:1]1([CH2:7][C:8]#[N:9])[CH:6]=[CH:5][CH:4]=[CH:3][CH:2]=1.[C:10]([O:15][CH2:16][CH3:17])(=[O:14])[C:11]([O-])=[O:12].[O-]CC.[Na+]>C(O)C>[C:8]([CH:7]([C:1]1[CH:6]=[CH:5][CH:4]=[CH:3][CH:2]=1)[C:11](=[O:12])[C:10]([O:15][CH2:16][CH3:17])=[O:14])#[N:9] |f:2.3|. Procedure details: A mixture of 117.1 g. (1.0m.) of phenylacetonitrile and 326 ml. (2.4m.) of ethyl oxalate is added to an ethanol solution of sodium ethoxide (prepared by dissolving 23.8 g., 1.08m. of sodium in 500 ml. of absolute ethanol) and refluxed two hours. After cooling, diluting with 2500 ml. of water and extracting with ether, the solution is acidified with acetic acid. The solid is removed and washed with water to give ethyl 3-cyano-3-phenylpyruvate, m.p. 127°-129° C. Reactants: FC(C(=O)O)(F)F.FC(C(=O)O)(F)F.FC(C(=O)O)(F)F.N1CC(C1)CC(=O)NC=1C=CC=2NC3=C(C=NC(NC=4C=NC=C(CCC1C2)C4)=N3)Cl (2-azetidin-3-yl-N-[6-chloro-2,4,8,18,22-pentaazatetracyclo[14.3.1.1(3,7).1(9,13)]docosa-1(20),3(22),4,6,9(21),10,12,16,18-nonaen-12-yl]acetamide tris(trifluoroacetate)), N1N=CC=C1C(=O)O (1H-pyrazole-5-carboxylic acid). The product is FC(C(=O)O)(F)F.FC(C(=O)O)(F)F.ClC=1C=NC=2NC=3C=NC=C(CCC4=C(C=CC(NC1N2)=C4)NC(CC4CN(C4)C(=O)C4=CC=NN4)=O)C3 (N-[6-Chloro-2,4,8,18,22-pentaazatetracyclo[14.3.1.1(3,7).1(9,13)]docosa-1(20),3(22),4,6,9(21),10,12,16,18-nonaen-12-yl]-2-[1-(1H-pyrazol-5-ylcarbonyl)azetidin-3-yl]acetamide bis(trifluoroacetate)). The yield is 66.0%. As a reaction SMILES: [F:1][C:2]([F:7])([F:6])[C:3]([OH:5])=[O:4].[F:8][C:9]([F:14])([F:13])[C:10]([OH:12])=[O:11].FC(F)(F)C(O)=O.[NH:22]1[CH2:25][CH:24]([CH2:26][C:27]([NH:29][C:30]2[CH:31]=[CH:32][C:33]3[NH:34][C:35]4[N:51]=[C:39]([NH:40][C:41]5[CH:42]=[N:43][CH:44]=[C:45]([CH:50]=5)[CH2:46][CH2:47][C:48]=2[CH:49]=3)[N:38]=[CH:37][C:36]=4[Cl:52])=[O:28])[CH2:23]1.[NH:53]1[C:57]([C:58](O)=[O:59])=[CH:56][CH:55]=[N:54]1>>[F:1][C:2]([F:7])([F:6])[C:3]([OH:5])=[O:4].[F:8][C:9]([F:14])([F:13])[C:10]([OH:12])=[O:11].[Cl:52][C:36]1[CH:37]=[N:38][C:39]2[NH:40][C:41]3[CH:42]=[N:43][CH:44]=[C:45]([CH:50]=3)[CH2:46][CH2:47][C:48]3[CH:49]=[C:33]([NH:34][C:35]=1[N:51]=2)[CH:32]=[CH:31][C:30]=3[NH:29][C:27](=[O:28])[CH2:26][CH:24]1[CH2:23][N:22]([C:58]([C:57]2[NH:53][N:54]=[CH:55][CH:56]=2)=[O:59])[CH2:25]1 |f:0.1.2.3,5.6.7|. Procedure: The desired compound was prepared according to the procedure of Example D97, step A, using 2-azetidin-3-yl-N-[6-chloro-2,4,8,18,22-pentaazatetracyclo[14.3.1.1(3,7).1(9,13)]docosa-1(20),3(22),4,6,9(21),10,12,16,18-nonaen-12-yl]acetamide tris(trifluoroacetate) and 1H-pyrazole-5-carboxylic acid as the starting materials in 66% yield. LCMS for C26H25ClN9O2 (M+H)+: m/z=530.0.